This data is from the Open Reaction Database (ORD), a public repository of structured organic reaction records. The task is: describe an organic reaction: reactants, conditions, products, and yield Starting materials: FCC(=O)NC1=C(C(=O)NC2=C(C=C(C=C2)C)C)C=C(C=C1)[N+](=O)[O-] (N-(2-fluoroacetamido-5-nitrobenzoyl)-2,4-dimethylaniline), B(F)(F)F.CCOCC (boron trifluoride etherate). The solvent is C(C)(=O)O (acetic acid). The product is FCC1=NC2=CC=C(C=C2C(N1C1=C(C=C(C=C1)C)C)=O)[N+](=O)[O-] (2-fluoromethyl-3-(2,4-dimethylphenyl)-6-nitro-4(3H)-quinazolinone). The yield is 68.6%. RXN SMILES: [F:1][CH2:2][C:3]([NH:5][C:6]1[CH:22]=[CH:21][C:20]([N+:23]([O-:25])=[O:24])=[CH:19][C:7]=1[C:8]([NH:10][C:11]1[CH:16]=[CH:15][C:14]([CH3:17])=[CH:13][C:12]=1[CH3:18])=[O:9])=O.B(F)(F)F.CCOCC>C(O)(=O)C>[F:1][CH2:2][C:3]1[N:10]([C:11]2[CH:16]=[CH:15][C:14]([CH3:17])=[CH:13][C:12]=2[CH3:18])[C:8](=[O:9])[C:7]2[C:6](=[CH:22][CH:21]=[C:20]([N+:23]([O-:25])=[O:24])[CH:19]=2)[N:5]=1 |f:1.2|. Procedure details: 4.0 g of N-(2-fluoroacetamido-5-nitrobenzoyl)-2,4-dimethylaniline are added to a mixture of 30 ml of acetic acid and 3.5 g of boron trifluoride etherate, and the mixture is stirred under heating at 100° to 105° C. for 30 minutes. The mixture is cooled and concentrated under reduced pressure to remove acetic acid. 50 ml of water are added to the residue, and the mixture is neutralized with potassium carbonate. The mixture is extracted with chloroform, and the extract is washed with water and drie... Starting materials: COC(=O)C(C)NC(=O)c1ccc(OC)cc1, Cl, [Li+], C1CCOC1, [OH-], O. The product is COc1ccc(C(=O)NC(C)C(=O)O)cc1. RXN SMILES: [CH3:1][O:2][C:3]([CH:4]([CH3:5])[NH:6][C:7]([c:8]1[cH:9][cH:10][c:11]([O:14][CH3:15])[cH:12][cH:13]1)=[O:16])=[O:17].[ClH:26].[Li+:18].[O:20]1[CH2:21][CH2:22][CH2:23][CH2:24]1.[OH-:19].[OH2:25]>>[O:2]=[C:3]([CH:4]([CH3:5])[NH:6][C:7]([c:8]1[cH:9][cH:10][c:11]([O:14][CH3:15])[cH:12][cH:13]1)=[O:16])[OH:17].